From a dataset of the Open Reaction Database (ORD), a public repository of structured organic reaction records. describe an organic reaction: reactants, conditions, products, and yield The reactants are N1([C@H](C(=O)O)CC1)C(=O)OC(C)(C)C (Boc-Aze-OH), ON1C(=O)CCC1=O (HOSu), C(CCl)Cl (EDC). The solvent is C1CCOC1 (THF). Conditions: time 8 hour. Yields the product N1([C@H](C(=O)ON2C(=O)CCC2=O)CC1)C(=O)OC(C)(C)C (Boc-Aze-OSu). Yield: 50.7%. Reaction SMILES: [N:1]1([C:8]([O:10][C:11]([CH3:14])([CH3:13])[CH3:12])=[O:9])[CH2:7][CH2:6][C@H:2]1[C:3]([OH:5])=[O:4].O[N:16]1[C:21](=[O:22])[CH2:20][CH2:19][C:17]1=[O:18].C(Cl)CCl>C1COCC1>[N:1]1([C:8]([O:10][C:11]([CH3:14])([CH3:13])[CH3:12])=[O:9])[CH2:7][CH2:6][C@H:2]1[C:3]([O:5][N:16]1[C:21](=[O:22])[CH2:20][CH2:19][C:17]1=[O:18])=[O:4]. Procedure details: A mixture of Boc-Aze-OH (5 g, 25 mmol) and HOSu (2.88 g, 25 mmol) in 25 ml of THF was cooled on an ice bath EDC (4.3 ml, 25 mmol) was added and the solution was stirred overnight. It was evaporated, dissolved in ethyl acetate, washed with KHSO4 (aq, 0.3 M), Na2CO3 (aq, 10%), dried (MgSO4) and evaporated. Crystallization from ethyl acetate:petroleum ether afforded 3.78 g (51%) of sub-title compound. The reactants are C(C)(=O)OCC1C=CC(=CC1(B1OC(C(O1)(C)C)(C)C)N1CCC=2C=3CCCCC3SC2C1=O)F ((4-fluoro-6-{6-oxo-8-thia-5-azatricyclo[7.4.0.02,7]trideca-1(9),2(7)-dien-5-yl}-6-(4,4,5,5-tetramethyl-1,3,2-dioxaborolan-2-yl)phenyl)-methyl acetate), BrC=1C=C(C(N(C1)C)=O)NC1=CC(=NN1)C1CC1 (5-Bromo-3-(3-cyclopropyl-1H-pyrazol-5-ylamino)-1-methylpyridin-2(1H)-one), CC(=O)O[Na] (CH3COONa), [O-]P(=O)([O-])[O-].[K+].[K+].[K+] (K3PO4). The product is C(C)(=O)OCC1=C(C=C(C=C1N1CCC=2C=3CCCCC3SC2C1=O)F)C1=CN(C(C(=C1)NC1=NNC(=C1)C1CC1)=O)C ((2-{5-[(5-Cyclopropyl-1H-pyrazol-3-yl)amino]-1-methyl-6-oxopyridin-3-yl}-4-fluoro-6-{6-oxo-8-thia-5-azatricyclo[7.4.0.02,7]trideca-1(9),2(7)-dien-5-yl}phenyl)methyl acetate). The reagents and catalysts are C1=CC=C(C=C1)P([C-]2C=CC=C2)C3=CC=CC=C3.C1=CC=C(C=C1)P([C-]2C=CC=C2)C3=CC=CC=C3.Cl[Pd]Cl.[Fe+2] (PdCl2(dppf)). The yield is 51.4%. Run at temperature 110 celsius. Reaction SMILES: [C:1]([O:4][CH2:5][CH:6]1[C:11]([N:21]2[C:33](=[O:34])[C:32]3[S:31][C:30]4[CH2:29][CH2:28][CH2:27][CH2:26][C:25]=4[C:24]=3[CH2:23][CH2:22]2)(B2OC(C)(C)C(C)(C)O2)[CH:10]=[C:9]([F:35])[CH:8]=[CH:7]1)(=[O:3])[CH3:2].Br[C:37]1[CH:38]=[C:39]([NH:45][C:46]2[NH:50][N:49]=[C:48]([CH:51]3[CH2:53][CH2:52]3)[CH:47]=2)[C:40](=[O:44])[N:41]([CH3:43])[CH:42]=1.CC(O[Na])=O.[O-]P([O-])([O-])=O.[K+].[K+].[K+]>C1C=CC(P(C2C=CC=CC=2)[C-]2C=CC=C2)=CC=1.C1C=CC(P(C2C=CC=CC=2)[C-]2C=CC=C2)=CC=1.Cl[Pd]Cl.[Fe+2].O.CC#N>[C:1]([O:4][CH2:5][C:6]1[C:11]([N:21]2[C:33](=[O:34])[C:32]3[S:31][C:30]4[CH2:29][CH2:28][CH2:27][CH2:26][C:25]=4[C:24]=3[CH2:23][CH2:22]2)=[CH:10][C:9]([F:35])=[CH:8][C:7]=1[C:37]1[CH:38]=[C:39]([NH:45][C:46]2[CH:47]=[C:48]([CH:51]3[CH2:52][CH2:53]3)[NH:49][N:50]=2)[C:40](=[O:44])[N:41]([CH3:43])[CH:42]=1)(=[O:3])[CH3:2] |f:3.4.5.6,7.8.9.10|. Run in O (H2O), CC#N (CH3CN). Procedure: A 25 mL sealed vial was charged with (4-fluoro-6-{6-oxo-8-thia-5-azatricyclo[7.4.0.02,7]trideca-1(9),2(7)-dien-5-yl}-6-(4,4,5,5-tetramethyl-1,3,2-dioxaborolan-2-yl)phenyl)-methyl acetate 212b (580 mg, 1.16 mmol), 136d (300 mg, 0.97 mmol), CH3COONa (160 mg, 1.94 mmol), K3PO4 (410 mg, 1.94 mmol), PdCl2(dppf) (100 mg, 0.12 mmol), CH3CN (12 mL), and H2O (1 mL). The mixture was heated at 110° C. for 2 hours. The reaction mixture was evaporated and the residue was purified by flash column eluting with... Starting materials: CN(C(=C)OC)C (1-Dimethylamino-1-methoxyethylene), C(C)(C)(C)OC(=O)NC1C2SCC(=C(N2C1=O)C(=O)OCC1=CC=C(C=C1)OC)C (7-t-butoxycarbonylamino-2-(4-methoxybenzyloxycarbonyl)-3-methyl-8-oxo-5-thia-1-azabicyclo[4.2.0]oct-2-ene). Run in CN(C=O)C (dimethylformamide). Conditions: temperature 80 celsius. Yields the product C(C)(C)(C)OC(=O)NC1C2SCC(=C(N2C1=O)C(=O)OCC1=CC=C(C=C1)OC)C=C(C)N(C)C (7-t-butoxycarbonylamino-3-(2-dimethylaminoprop-1-en-1-yl)-2-(4-methoxybenzyloxycarbonyl)-8-oxo-5-thia-1-azabicyclo[4.2.0]oct-2-ene). Reaction SMILES: [CH3:1][N:2]([CH3:7])[C:3](OC)=[CH2:4].[C:8]([O:12][C:13]([NH:15][CH:16]1[C:23](=[O:24])[N:22]2[CH:17]1[S:18][CH2:19][C:20]([CH3:37])=[C:21]2[C:25]([O:27][CH2:28][C:29]1[CH:34]=[CH:33][C:32]([O:35][CH3:36])=[CH:31][CH:30]=1)=[O:26])=[O:14])([CH3:11])([CH3:10])[CH3:9]>CN(C)C=O>[C:8]([O:12][C:13]([NH:15][CH:16]1[C:23](=[O:24])[N:22]2[CH:17]1[S:18][CH2:19][C:20]([CH:37]=[C:3]([N:2]([CH3:7])[CH3:1])[CH3:4])=[C:21]2[C:25]([O:27][CH2:28][C:29]1[CH:34]=[CH:33][C:32]([O:35][CH3:36])=[CH:31][CH:30]=1)=[O:26])=[O:14])([CH3:11])([CH3:10])[CH3:9]. Procedure details: 1-Dimethylamino-1-methoxyethylene (4 cc) is added, in the course of 55 minutes, to a solution of 7-t-butoxycarbonylamino-2-(4-methoxybenzyloxycarbonyl)-3-methyl-8-oxo-5-thia-1-azabicyclo[4.2.0]oct-2-ene (3.75 g) in dimethylformamide (25 cc), heated to 80° C., the temperature being kept at 80° C. This yields a solution of 7-t-butoxycarbonylamino-3-(2-dimethylaminoprop-1-en-1-yl)-2-(4-methoxybenzyloxycarbonyl)-8-oxo-5-thia-1-azabicyclo[4.2.0]oct-2-ene, which is poured into a mixture of iced water ...